From a dataset of the Open Reaction Database (ORD), a public repository of structured organic reaction records. describe an organic reaction: reactants, conditions, products, and yield Reactants: [N+](=O)([O-])C=1C=CC(=NC1)OC1=CC=C(C=O)C=C1 (4-[(5-nitro-2-pyridyl)oxy]benzaldehyde), C(CO)O (ethylene glycol), C1(=CC=C(C=C1)S(=O)(=O)O)C (p-toluenesulfonic acid). Solvent: C1=CC=CC=C1 (benzene). The product is C1COC(C2=CC=C(C=C2)OC2=NC=C(C=C2)[N+](=O)[O-])O1 (4-[(5-nitro-2-pyridyl)oxy]benzaldehyde ethylene acetal). RXN SMILES: [N+:1]([C:4]1[CH:5]=[CH:6][C:7]([O:10][C:11]2[CH:18]=[CH:17][C:14]([CH:15]=[O:16])=[CH:13][CH:12]=2)=[N:8][CH:9]=1)([O-:3])=[O:2].[CH2:19](O)[CH2:20][OH:21].C1(C)C=CC(S(O)(=O)=O)=CC=1>C1C=CC=CC=1>[CH2:20]1[O:21][CH:15]([C:14]2[CH:17]=[CH:18][C:11]([O:10][C:7]3[CH:6]=[CH:5][C:4]([N+:1]([O-:3])=[O:2])=[CH:9][N:8]=3)=[CH:12][CH:13]=2)[O:16][CH2:19]1. Reported procedure: To a solution of 4-[(5-nitro-2-pyridyl)oxy]benzaldehyde (5.00 g, 20.5 mmol) in benzene (100 mL) were added ethylene glycol (2.28 mL, 41.0 mmol) and p-toluenesulfonic acid (0.50 g), and the resulting solution was heated to reflux for 3 hours while removing water with a Dean-Stark. The reaction solution was washed with a saturated sodium bicarbonate solution, and subsequently washed with brine. The benzene layer was dried over anhydrous magnesium sulfate, and evaporated, to thereby yield 5.88 g of... Starting materials: C1(=CC=C(C=C1)S(=O)(=O)Cl)C (p-toluenesulfonyl chloride), [OH-].[NH4+] (ammonium hydroxide), ClC=1C=C(C(=O)OO)C=CC1 (3-Chloroperoxybenzoic acid), C(C1=CC=CC=C1)N1C(=NC=2C=NC=3C=C(C=CC3C21)Br)N (1-benzyl-7-bromo-1H-imidazo[4,5-c]quinolin-2-amine). Run at time 2 hour. Yields the product C(C1=CC=CC=C1)N1C(=NC=2C(=NC=3C=C(C=CC3C21)Br)N)N (1-benzyl-7-bromo-1H-imidazo[4,5-c]quinolin-2,4-diamine). As a reaction SMILES: ClC1C=C(C=CC=1)C(OO)=O.[CH2:12]([N:19]1[C:31]2[C:30]3[CH:29]=[CH:28][C:27]([Br:32])=[CH:26][C:25]=3[N:24]=[CH:23][C:22]=2[N:21]=[C:20]1[NH2:33])[C:13]1[CH:18]=[CH:17][CH:16]=[CH:15][CH:14]=1.C1(C)C=CC(S(Cl)(=O)=O)=CC=1.[OH-].[NH4+:46]>>[CH2:12]([N:19]1[C:31]2[C:30]3[CH:29]=[CH:28][C:27]([Br:32])=[CH:26][C:25]=3[N:24]=[C:23]([NH2:46])[C:22]=2[N:21]=[C:20]1[NH2:33])[C:13]1[CH:18]=[CH:17][CH:16]=[CH:15][CH:14]=1 |f:3.4|. Reported procedure: 3-Chloroperoxybenzoic acid (3.7 g of approximately 77% pure material) was added to a solution of 1-benzyl-7-bromo-1H-imidazo[4,5-c]quinolin-2-amine (2.91 g, 8.24 mmol), and the reaction was stirred for two hours at room temperature. Concentrated aqueous ammonium hydroxide (50 mL) and p-toluenesulfonyl chloride (3.1 g, 16 mmol) were added, and the mixture was stirred overnight at room temperature. The organic layer was separated and washed with water (3×200 mL), dried over magnesium sulfate, filt...